Dataset: the Open Reaction Database (ORD), a public repository of structured organic reaction records. Task: describe an organic reaction: reactants, conditions, products, and yield Reactants: CCO, CCCCCCC, ClCCCl, c1ccc2c(c1)Oc1ccccc1N2C1=NCCC1, O=C1CCCN1, O=P(Cl)(Cl)Cl, c1ccc2c(c1)Nc1ccccc1O2. Yields the product Cl, c1ccc2c(c1)Oc1ccccc1N2C1=NCCC1. Reaction SMILES: [CH3:45][CH2:46][OH:47].[CH3:48][CH2:49][CH2:50][CH2:51][CH2:52][CH2:53][CH3:54].[Cl:55][CH2:56][CH2:57][Cl:58].[N:26]1=[C:27]([N:31]2[c:32]3[cH:33][cH:34][cH:35][cH:36][c:37]3[O:38][c:39]3[cH:40][cH:41][cH:42][cH:43][c:44]32)[CH2:28][CH2:29][CH2:30]1.[NH:20]1[CH2:21][CH2:22][CH2:23][C:24]1=[O:25].[P:1]([Cl:2])([Cl:3])([Cl:4])=[O:5].[cH:6]1[c:7]2[c:16]([cH:17][cH:18][cH:19]1)[O:15][c:10]1[c:9]([cH:14][cH:13][cH:12][cH:11]1)[NH:8]2>>[ClH:3].[N:26]1=[C:27]([N:31]2[c:32]3[cH:33][cH:34][cH:35][cH:36][c:37]3[O:38][c:39]3[cH:40][cH:41][cH:42][cH:43][c:44]32)[CH2:28][CH2:29][CH2:30]1. Reactants: COc1cc2c(cc1[N+](=O)[O-])CN(C(=O)CCN(C)C)CC2, CCO, [H][H]. Product: COc1cc2c(cc1N)CN(C(=O)CCN(C)C)CC2. Reaction SMILES: [CH3:1][N:2]([CH2:3][CH2:4][C:5](=[O:6])[N:7]1[CH2:8][c:9]2[cH:10][c:11]([N+:19]([O-:20])=[O:21])[c:12]([O:17][CH3:18])[cH:13][c:14]2[CH2:15][CH2:16]1)[CH3:22].[CH3:25][CH2:26][OH:27].[H:23][H:24]>>[CH3:1][N:2]([CH2:3][CH2:4][C:5](=[O:6])[N:7]1[CH2:8][c:9]2[cH:10][c:11]([NH2:19])[c:12]([O:17][CH3:18])[cH:13][c:14]2[CH2:15][CH2:16]1)[CH3:22]. Reactants: triethyl phosphonoacetate, [H-].[Na+] (sodium hydride), C1CCOC1 (THF), C(C)(C)(C)N1N=CC(=C1C1=CC=C(C=C1)OC)C=1SC=C(N1)C=O (2-(1-(tert-butyl)-5-(4-methoxyphenyl)-1H-pyrazol-4-yl)thiazole-4-carbaldehyde), C1CCOC1 (THF), O (Water). Reaction conditions: time 15 minute. The product is C(C)(C)(C)N1N=CC(=C1C1=CC=C(C=C1)OC)C=1SC=C(N1)/C=C/C(=O)OCC (ethyl(E)-3-(2-(1-(tert-butyl)-5-(4-methoxyphenyl)-1H-pyrazol-4-yl)thiazol-4-yl)acrylate). The yield is 25.3%. Reaction SMILES: [H-].[Na+].[C:3]([N:7]1[C:11]([C:12]2[CH:17]=[CH:16][C:15]([O:18][CH3:19])=[CH:14][CH:13]=2)=[C:10]([C:20]2[S:21][CH:22]=[C:23]([CH:25]=O)[N:24]=2)[CH:9]=[N:8]1)([CH3:6])([CH3:5])[CH3:4].[OH2:27].[CH2:28]1[CH2:32][O:31][CH2:30][CH2:29]1>>[C:3]([N:7]1[C:11]([C:12]2[CH:13]=[CH:14][C:15]([O:18][CH3:19])=[CH:16][CH:17]=2)=[C:10]([C:20]2[S:21][CH:22]=[C:23](/[CH:25]=[CH:29]/[C:30]([O:31][CH2:32][CH3:28])=[O:27])[N:24]=2)[CH:9]=[N:8]1)([CH3:6])([CH3:5])[CH3:4] |f:0.1|. Procedure: To a solution of triethyl phosphonoacetate (0.026 ml, 0.13 mmol) in THF (2.0 mL) was added sodium hydride (55 wt % paraffin oil, 5.15 mg, 0.13 mmol) at 0° C., and the mixture was stirred at room temperature for 15 min. To the reaction mixture was added a solution of the compound (40 mg, 0.12 mmol) obtained in step 3 in THF (2.0 mL) at 0° C., and the mixture was stirred at room temperature for 5 hr. Water was added to the reaction mixture, and the mixture was extracted with ethyl acetate. The org...